describe an organic reaction: reactants, conditions, products, and yield From a dataset of the Open Reaction Database (ORD), a public repository of structured organic reaction records. The reactants are [Na+], O=C([O-])O, COc1cc(C=C(C(=O)O)c2ccccc2)ccc1O, c1c[nH]cn1. The product is COc1cc(C=Cc2ccccc2)ccc1O. As a reaction SMILES: [Na+:25].[O-:21][C:22]([OH:23])=[O:24].[c:1]1([C:7]([C:8]([OH:9])=[O:10])=[CH:11][c:12]2[cH:13][c:14]([O:19][CH3:20])[c:15]([OH:18])[cH:16][cH:17]2)[cH:2][cH:3][cH:4][cH:5][cH:6]1.[nH:26]1[cH:27][cH:28][n:29][cH:30]1>>[c:1]1([CH:7]=[CH:11][c:12]2[cH:13][c:14]([O:19][CH3:20])[c:15]([OH:18])[cH:16][cH:17]2)[cH:2][cH:3][cH:4][cH:5][cH:6]1. Starting materials: CCN(C(C)C)C(C)C (Hunig's base), Cl.FC1=C(C=C(C=C1)C=1N=C2SC=CN2C1C1=NC(=NC=C1)N[C@H]1CNCCC1)OC (4-[6-(4-fluoro-3-methoxyphenyl)imidazo[2,1-b][1,3]thiazol-5-yl]-N-[(3R)-piperidin-3-yl]pyrimidin-2-amine hydrochloride), ClC1=CC=C(C=C1)S(=O)(=O)Cl (4-chlorophenylsulfonyl chloride). Solvent: C(Cl)Cl (methylene chloride), C(Cl)Cl (methylene chloride). Conditions: time 30 minute. Yields the product ClC1=CC=C(C=C1)S(=O)(=O)N1C[C@@H](CCC1)NC1=NC=CC(=N1)C1=C(N=C2SC=CN21)C2=CC(=C(C=C2)F)OC (N-{(3R)-1-[(4-chlorophenyl)sulfonyl]piperidin-3-yl}-4-[6-(4-fluoro-3-methoxyphenyl)imidazo[2,1-b][1,3]thiazol-5-yl]pyrimidin-2-amine). Yield: 93.8%. Reaction SMILES: Cl.[F:2][C:3]1[CH:8]=[CH:7][C:6]([C:9]2[N:10]=[C:11]3[N:15]([C:16]=2[C:17]2[CH:22]=[CH:21][N:20]=[C:19]([NH:23][C@@H:24]4[CH2:29][CH2:28][CH2:27][NH:26][CH2:25]4)[N:18]=2)[CH:14]=[CH:13][S:12]3)=[CH:5][C:4]=1[O:30][CH3:31].CCN(C(C)C)C(C)C.[Cl:41][C:42]1[CH:47]=[CH:46][C:45]([S:48](Cl)(=[O:50])=[O:49])=[CH:44][CH:43]=1>C(Cl)Cl>[Cl:41][C:42]1[CH:47]=[CH:46][C:45]([S:48]([N:26]2[CH2:27][CH2:28][CH2:29][C@@H:24]([NH:23][C:19]3[N:18]=[C:17]([C:16]4[N:15]5[C:11]([S:12][CH:13]=[CH:14]5)=[N:10][C:9]=4[C:6]4[CH:7]=[CH:8][C:3]([F:2])=[C:4]([O:30][CH3:31])[CH:5]=4)[CH:22]=[CH:21][N:20]=3)[CH2:25]2)(=[O:50])=[O:49])=[CH:44][CH:43]=1 |f:0.1|. Procedure details: The 4-[6-(4-fluoro-3-methoxyphenyl)imidazo[2,1-b][1,3]thiazol-5-yl]-N-[(3R)-piperidin-3-yl]pyrimidin-2-amine hydrochloride (0.25 g, 0.50 mmol) in methylene chloride (DCM) (12 ml) was cooled to 0° C. and was treated with Hunig's base (440 μl, 2.5 mmol). The mixture was kept at 0° C. for 30 minutes then the 4-chlorophenylsulfonyl chloride (0.128 g, 0.60 mmol) was added. The reaction mixture was stirred at room temperature for one hour. The mixture was diluted with methylene chloride (10 ml) and wa... Starting materials: C1CCOC1, O=C=Nc1cccc(C(F)(F)F)c1, Nc1cc(Cl)ccc1-c1noc(=O)[nH]1. The product is O=C(Nc1cccc(C(F)(F)F)c1)Nc1cc(Cl)ccc1-c1noc(=O)[nH]1. RXN SMILES: [CH2:28]1[O:29][CH2:30][CH2:31][CH2:32]1.[F:15][C:16]([c:17]1[cH:18][c:19]([N:23]=[C:24]=[O:25])[cH:20][cH:21][cH:22]1)([F:26])[F:27].[NH2:1][c:2]1[c:3](-[c:9]2[n:10][o:11][c:12](=[O:14])[nH:13]2)[cH:4][cH:5][c:6]([Cl:8])[cH:7]1>>[NH:1]([c:2]1[c:3](-[c:9]2[n:10][o:11][c:12](=[O:14])[nH:13]2)[cH:4][cH:5][c:6]([Cl:8])[cH:7]1)[C:24]([NH:23][c:19]1[cH:18][c:17]([C:16]([F:15])([F:26])[F:27])[cH:22][cH:21][cH:20]1)=[O:25]. The reactants are CCOC(=O)C1C(c2ccc3c(c2)OCO3)c2ccccc2C1c1ccccc1OC, CCOC(=O)C1=C(c2ccc3c(c2)OCO3)c2ccccc2C1c1ccccc1OC, CCO. Product: COc1ccccc1C1c2ccccc2C(c2ccc3c(c2)OCO3)C1C(=O)O. As a reaction SMILES: [CH3:1][O:2][c:3]1[c:4]([CH:9]2[CH:10]([C:27](=[O:28])[O:29][CH2:30][CH3:31])[CH:11]([c:18]3[cH:19][c:20]4[c:21]([cH:22][cH:23]3)[O:24][CH2:25][O:26]4)[c:12]3[cH:13][cH:14][cH:15][cH:16][c:17]32)[cH:5][cH:6][cH:7][cH:8]1.[CH3:32][O:33][c:34]1[cH:35][cH:36][cH:37][cH:38][c:39]1[CH:40]1[c:41]2[c:42]([cH:43][cH:44][cH:45][cH:46]2)[C:47]([c:48]2[cH:49][cH:50][c:51]3[c:55]([cH:56]2)[O:54][CH2:53][O:52]3)=[C:57]1[C:58]([O:59][CH2:60][CH3:61])=[O:62].[CH3:63][CH2:64][OH:65]>>[CH3:1][O:2][c:3]1[c:4]([CH:9]2[CH:10]([C:27](=[O:28])[OH:29])[CH:11]([c:18]3[cH:19][c:20]4[c:21]([cH:22][cH:23]3)[O:24][CH2:25][O:26]4)[c:12]3[cH:13][cH:14][cH:15][cH:16][c:17]32)[cH:5][cH:6][cH:7][cH:8]1.